Dataset: the Open Reaction Database (ORD), a public repository of structured organic reaction records. Task: describe an organic reaction: reactants, conditions, products, and yield Starting materials: CCO, CCOC(=O)CCNC(=O)c1ccc(NC(c2oc3ccc(F)cc3c2C)C2CCCC2)cc1, [Na+], C1CCOC1, [OH-]. The product is Cc1c(C(Nc2ccc(C(=O)NCCC(=O)O)cc2)C2CCCC2)oc2ccc(F)cc12. Reaction SMILES: [CH3:37][CH2:38][OH:39].[CH:1]1([CH:6]([c:7]2[o:8][c:9]3[c:10]([c:11]2[CH3:12])[cH:13][c:14]([F:17])[cH:15][cH:16]3)[NH:18][c:19]2[cH:20][cH:21][c:22]([C:25](=[O:26])[NH:27][CH2:28][CH2:29][C:30](=[O:31])[O:32][CH2:33][CH3:34])[cH:23][cH:24]2)[CH2:2][CH2:3][CH2:4][CH2:5]1.[Na+:36].[O:40]1[CH2:41][CH2:42][CH2:43][CH2:44]1.[OH-:35]>>[CH:1]1([CH:6]([c:7]2[o:8][c:9]3[c:10]([c:11]2[CH3:12])[cH:13][c:14]([F:17])[cH:15][cH:16]3)[NH:18][c:19]2[cH:20][cH:21][c:22]([C:25](=[O:26])[NH:27][CH2:28][CH2:29][C:30](=[O:31])[OH:32])[cH:23][cH:24]2)[CH2:2][CH2:3][CH2:4][CH2:5]1. Starting materials: C(CCC)C1=NC2=C(N1CC1=CC=C(C=C1)C=1C(=CC=CC1)C(=O)OC(C)(C)C)C(=CC=C2C)OC (tert.butyl 4'-[(2-n-butyl-4-methyl-7-methoxy-benzimidazol-1-yl)-methyl]biphenyl-2-carboxylate), FC(C(=O)O)(F)F (trifluoroacetic acid). The solvent is C(Cl)Cl (methylene chloride). Product: C(CCC)C1=NC2=C(N1CC1=CC=C(C=C1)C=1C(=CC=CC1)C(=O)O)C(=CC=C2C)OC (4'-[(2-n-Butyl-4-methyl-7-methoxy-benzimidazol-1-yl)-methyl]biphenyl-2-carboxylic acid). Reaction SMILES: [CH2:1]([C:5]1[N:9]([CH2:10][C:11]2[CH:16]=[CH:15][C:14]([C:17]3[C:18]([C:23]([O:25]C(C)(C)C)=[O:24])=[CH:19][CH:20]=[CH:21][CH:22]=3)=[CH:13][CH:12]=2)[C:8]2[C:30]([O:35][CH3:36])=[CH:31][CH:32]=[C:33]([CH3:34])[C:7]=2[N:6]=1)[CH2:2][CH2:3][CH3:4].FC(F)(F)C(O)=O>C(Cl)Cl>[CH2:1]([C:5]1[N:9]([CH2:10][C:11]2[CH:12]=[CH:13][C:14]([C:17]3[C:18]([C:23]([OH:25])=[O:24])=[CH:19][CH:20]=[CH:21][CH:22]=3)=[CH:15][CH:16]=2)[C:8]2[C:30]([O:35][CH3:36])=[CH:31][CH:32]=[C:33]([CH3:34])[C:7]=2[N:6]=1)[CH2:2][CH2:3][CH3:4]. Procedure details: Prepared in analogous manner to Example 9 from tert.butyl 4'-[(2-n-butyl-4-methyl-7-methoxy-benzimidazol-1-yl)-methyl]biphenyl-2-carboxylate and trifluoroacetic acid in methylene chloride. The reactants are C(C)(=O)N1CCN(CC1)C1=C(C=C(C=C1)F)O (1-Acetyl-4-(4-fluoro-2-hydroxyphenyl)piperazine), Cl (hydrochloric acid). The product is Cl.Cl.FC1=CC(=C(C=C1)N1CCNCC1)O (1-(4-Fluoro-2-hydroxyphenyl)piperazine Dihydrochloride). Reaction SMILES: C([N:4]1[CH2:9][CH2:8][N:7]([C:10]2[CH:15]=[CH:14][C:13]([F:16])=[CH:12][C:11]=2[OH:17])[CH2:6][CH2:5]1)(=O)C.[ClH:18]>>[ClH:18].[ClH:18].[F:16][C:13]1[CH:14]=[CH:15][C:10]([N:7]2[CH2:6][CH2:5][NH:4][CH2:9][CH2:8]2)=[C:11]([OH:17])[CH:12]=1 |f:2.3.4|. Procedure: 1-Acetyl-4-(4-fluoro-2-hydroxyphenyl)piperazine (0.64 g) was dissolved in a 1.2N aqueous hydrochloric acid solution (16 ml) and refluxed under heating for 7 days. The reaction mixture was concentrated under reduced pressure to give a pale-brown solid. This solid was recrystallized from methanol-ethyl acetate to give the title compound (0.65 g) as pale-brown crystals. Starting materials: BrC1=NC2=C(N1[C@H]1[C@H](OC(C)=O)[C@H](OC(C)=O)[C@H](O1)C)C=C(C=C2)Cl (2-bromo-6-chloro-1-(2,3-di-O-acetyl-5-deoxy-β-D-ribofuranosyl)-1H-benzimidazole), C(C)(C)N (isopropylamine), resultant solution, resultant mixture, [OH-].[Na+] (NaOH), CCOC(=O)C.CCCCCC (EtOAc hexane). The solvent is C(C)O (ethanol). Yields the product ClC=1C=CC2=C(N(C(=N2)NC(C)C)[C@H]2[C@H](O)[C@H](O)[C@H](O2)C)C1 (6-Chloro-1-(5-deoxy-β-D-ribofuranosyl)-N-(1-methylethyl)-1H-benzimidazol-2-amine). Yield: 28.0%. As a reaction SMILES: Br[C:2]1[N:6]([C@@H:7]2[O:19][C@H:18]([CH3:20])[C@@H:13]([O:14]C(=O)C)[C@H:8]2[O:9]C(=O)C)[C:5]2[CH:21]=[C:22]([Cl:25])[CH:23]=[CH:24][C:4]=2[N:3]=1.[CH:26]([NH2:29])([CH3:28])[CH3:27].[OH-].[Na+].CCOC(C)=O.CCCCCC>C(O)C>[Cl:25][C:22]1[CH:23]=[CH:24][C:4]2[N:3]=[C:2]([NH:29][CH:26]([CH3:28])[CH3:27])[N:6]([C@@H:7]3[O:19][C@H:18]([CH3:20])[C@@H:13]([OH:14])[C@H:8]3[OH:9])[C:5]=2[CH:21]=1 |f:2.3,4.5|. Procedure: A mixture of 2-bromo-6-chloro-1-(2,3-di-O-acetyl-5-deoxy-β-D-ribofuranosyl)-1H-benzimidazole and 10 mL of isopropylamine in 5 mL of absolute ethanol was refluxed for 18 h. To this resultant mixture was added 1 mL of 1N NaOH and the resultant solution was dry-packed in silica gel. Flash column chromatography on silica gel with EtOAc/hexane (1:1) gave 0.15 g of a still impure product. Further purification on a silica gel preparative plate using EtOAc/hexane (1:1) gave 0.06 g (28%) of the title com... Starting materials: C(C1=CC=CC=C1)N(C1=C(C(=CC=C1)[N+](=O)[O-])C=O)CC1=CC=CC=C1 (N,N-dibenzyl-2-formyl-3-nitroaniline), [BH4-].[Na+] (sodium borohydride). Run in C(C)O (ethanol), O1CCCC1 (tetrahydrofuran). Run at time 30 minute. Product: C(C1=CC=CC=C1)N(C1=C(C(=CC=C1)[N+](=O)[O-])CO)CC1=CC=CC=C1 (N,N-dibenzyl-2-hydroxymethyl-3-nitroaniline). The yield is 92.1%. RXN SMILES: [CH2:1]([N:8]([CH2:20][C:21]1[CH:26]=[CH:25][CH:24]=[CH:23][CH:22]=1)[C:9]1[CH:14]=[CH:13][CH:12]=[C:11]([N+:15]([O-:17])=[O:16])[C:10]=1[CH:18]=[O:19])[C:2]1[CH:7]=[CH:6][CH:5]=[CH:4][CH:3]=1.[BH4-].[Na+]>C(O)C.O1CCCC1>[CH2:20]([N:8]([CH2:1][C:2]1[CH:7]=[CH:6][CH:5]=[CH:4][CH:3]=1)[C:9]1[CH:14]=[CH:13][CH:12]=[C:11]([N+:15]([O-:17])=[O:16])[C:10]=1[CH2:18][OH:19])[C:21]1[CH:22]=[CH:23][CH:24]=[CH:25][CH:26]=1 |f:1.2|. Procedure details: The product from Example 46A (1.5 g, 4.33 mmoles) in ethanol (10 mL) and tetrahydrofuran (4 mL) was treated with sodium borohydride (0.164 g, 4.33 mmoles). After stirring for 30 minutes at room temperature, the mixture was quenched with saturated ammonium chloride and diluted with diethyl ether. The diethyl ether was washed with saturated ammonium chloride, brine, dried with sodium sulfate, filtered and the filtrate concentrated under reduced pressure. The residue was purified by flash chromatog... Reactants: OC(CN1CCOCC1)C1=CC=C(C=C1)S(=O)(=O)N(CC(C)C)C1=[N+](C=C(C=C1)C(C)C)[O-] (2-(4-(1-hydroxy-2-morpholinoethyl)-N-isobutylphenylsulfonamido)-5-isopropylpyridine 1-oxide). Reagents/catalysts: [C-]#[O+].[C-]#[O+].[C-]#[O+].[C-]#[O+].[C-]#[O+].[C-]#[O+].[Mo] (molybdenum hexacarbonyl). The solvent is C(C)O (ethanol). Run at temperature 150 celsius. Yields the product OC(CN1CCOCC1)C1=CC=C(C=C1)S(=O)(=O)N(C1=NC=C(C=C1)C(C)C)CC(C)C (4-(1-hydroxy-2-morpholinoethyl)-N-isobutyl-N-(5-isopropylpyridin-2-yl)benzenesulfonamide). Reaction SMILES: [OH:1][CH:2]([C:10]1[CH:15]=[CH:14][C:13]([S:16]([N:19]([C:24]2[CH:29]=[CH:28][C:27]([CH:30]([CH3:32])[CH3:31])=[CH:26][N+:25]=2[O-])[CH2:20][CH:21]([CH3:23])[CH3:22])(=[O:18])=[O:17])=[CH:12][CH:11]=1)[CH2:3][N:4]1[CH2:9][CH2:8][O:7][CH2:6][CH2:5]1>C(O)C.[C-]#[O+].[C-]#[O+].[C-]#[O+].[C-]#[O+].[C-]#[O+].[C-]#[O+].[Mo]>[OH:1][CH:2]([C:10]1[CH:15]=[CH:14][C:13]([S:16]([N:19]([CH2:20][CH:21]([CH3:23])[CH3:22])[C:24]2[CH:29]=[CH:28][C:27]([CH:30]([CH3:31])[CH3:32])=[CH:26][N:25]=2)(=[O:17])=[O:18])=[CH:12][CH:11]=1)[CH2:3][N:4]1[CH2:9][CH2:8][O:7][CH2:6][CH2:5]1 |f:2.3.4.5.6.7.8|. Reported procedure: To a solution of 2-(4-(1-hydroxy-2-morpholinoethyl)-N-isobutylphenylsulfonamido)-5-isopropylpyridine 1-oxide (130 mg, 0.272 mmol) in ethanol (1 mL) at 20° C. was added molybdenum hexacarbonyl (71.9 mg, 0.272 mmol). The reaction vessel was sealed and heated by microwaves to 150° C. for 1 hour. After cooling, the reaction was filtered and evaporated in vacuo to give the crude product. The crude was purified by mass directed autoprep (ammonium carbonate modifier) but gave impure product. The sample...